Dataset: the Open Reaction Database (ORD), a public repository of structured organic reaction records. Task: describe an organic reaction: reactants, conditions, products, and yield The reactants are [BH3-]C#N, Cc1cc(C)cc(-c2[nH]c3ccccc3c2CCN)c1, Cc1cc(C)cc(B(O)O)c1, CO, [Na+], O=C1CCC(c2ccc(O)cc2)CC1, O=C(O)C(F)(F)F. Yields the product Cc1cc(C)cc(-c2[nH]c3ccccc3c2CCNC2CCC(c3ccc(O)cc3)CC2)c1. Reaction SMILES: [C:53]([BH3-:54])#[N:55].[CH3:1][c:2]1[cH:3][c:4](-[c:9]2[nH:10][c:11]3[cH:12][cH:13][cH:14][cH:15][c:16]3[c:17]2[CH2:18][CH2:19][NH2:20])[cH:5][c:6]([CH3:8])[cH:7]1.[CH3:35][c:36]1[cH:37][c:38]([B:39]([OH:40])[OH:41])[cH:42][c:43]([CH3:44])[cH:45]1.[CH3:57][OH:58].[Na+:56].[OH:21][c:22]1[cH:23][cH:24][c:25]([CH:28]2[CH2:29][CH2:30][C:31](=[O:34])[CH2:32][CH2:33]2)[cH:26][cH:27]1.[OH:46][C:47]([C:48]([F:49])([F:50])[F:51])=[O:52]>>[CH3:1][c:2]1[cH:3][c:4](-[c:9]2[nH:10][c:11]3[cH:12][cH:13][cH:14][cH:15][c:16]3[c:17]2[CH2:18][CH2:19][NH:20][CH:31]2[CH2:30][CH2:29][CH:28]([c:25]3[cH:24][cH:23][c:22]([OH:21])[cH:27][cH:26]3)[CH2:33][CH2:32]2)[cH:5][c:6]([CH3:8])[cH:7]1. Starting materials: COC(=O)Cc1ccc2c(c1)C(=O)c1ccccc1CN2C, CO, Cl, NO. Product: CN1Cc2ccccc2C(=O)c2cc(CC(=O)NO)ccc21. As a reaction SMILES: [CH3:1][N:2]1[c:3]2[c:4]([cH:14][c:15]([CH2:18][C:19]([O:21][CH3:20])=[O:22])[cH:16][cH:17]2)[C:5](=[O:13])[c:6]2[c:7]([cH:9][cH:10][cH:11][cH:12]2)[CH2:8]1.[CH3:26][OH:27].[ClH:23].[NH2:24][OH:25]>>[CH3:1][N:2]1[c:3]2[c:4]([cH:14][c:15]([CH2:18][C:19](=[O:21])[NH:24][OH:25])[cH:16][cH:17]2)[C:5](=[O:13])[c:6]2[c:7]([cH:9][cH:10][cH:11][cH:12]2)[CH2:8]1. Reactants: peptide, FC(C(=O)O)(F)F (trifluoroacetic acid), C(CS)S (1,2-ethanedithiol). Solvent: O (water). Yields the product FC(C(=O)O)(F)F.O.C(CS)S (trifluoroacetic acid water 1,2-ethanedithiol). Reaction SMILES: [F:1][C:2]([F:7])([F:6])[C:3]([OH:5])=[O:4].[CH2:8]([SH:11])[CH2:9][SH:10]>O>[F:1][C:2]([F:7])([F:6])[C:3]([OH:5])=[O:4].[OH2:4].[CH2:8]([SH:11])[CH2:9][SH:10] |f:3.4.5|. Procedure details: The peptide is eliminated from the resin by treatment with about 10 ml of a (90:5:5) mixture of trifluoroacetic acid, water and 1,2-ethanedithiol for 8 minutes; the reaction mixture is filtered, the filtrate is concentrated under reduced pressure, and the peptide is precipitated with a 1:1 mixture of diisopropyl ether and hexane and dried. The abovementioned treatment with trifluoroacetic acid/water/1,2-ethanedithiol itself results in partial elimination also of the trityl groups (where present)... Starting materials: FC=1C(=C(C=C(C1)F)C1CCN(CC1)C(=O)C1=NNC2=C1CN(CC2)C(=O)OC(C)(C)C)C(F)(F)F (tert-butyl 3-(4-(3,5-difluoro-2-(trifluoromethyl)phenyl)piperidine-1-carbonyl)-6,7-dihydro-1H-pyrazolo[4,3-c]pyridine-5(4H)-carboxylate), Cl (HCl). Solvent: CCOCC (Et2O), C(Cl)Cl (CH2Cl2). Reaction conditions: time 18 hour. The product is FC=1C(=C(C=C(C1)F)C1CCN(CC1)C(=O)C1=NNC2=C1CNCC2)C(F)(F)F ((4-(3,5-Difluoro-2-(trifluoromethyl)phenyl)piperidin-1-yl)(4,5,6,7-tetrahydro-1H-pyrazolo[4,3-c]pyridin-3-yl)methanone). The yield is 101.6%. RXN SMILES: [F:1][C:2]1[C:3]([C:33]([F:36])([F:35])[F:34])=[C:4]([CH:9]2[CH2:14][CH2:13][N:12]([C:15]([C:17]3[C:21]4[CH2:22][N:23](C(OC(C)(C)C)=O)[CH2:24][CH2:25][C:20]=4[NH:19][N:18]=3)=[O:16])[CH2:11][CH2:10]2)[CH:5]=[C:6]([F:8])[CH:7]=1.Cl>C(Cl)Cl.CCOCC>[F:1][C:2]1[C:3]([C:33]([F:35])([F:34])[F:36])=[C:4]([CH:9]2[CH2:10][CH2:11][N:12]([C:15]([C:17]3[C:21]4[CH2:22][NH:23][CH2:24][CH2:25][C:20]=4[NH:19][N:18]=3)=[O:16])[CH2:13][CH2:14]2)[CH:5]=[C:6]([F:8])[CH:7]=1. Reported procedure: To a solution of tert-butyl 3-(4-(3,5-difluoro-2-(trifluoromethyl)phenyl)piperidine-1-carbonyl)-6,7-dihydro-1H pyrazolo[4,3-c]pyridine-5(4H)-carboxylate (61, 94 mg, 0.19 mmol) in CH2Cl2 (3 mL) was added HCl (2.0 N solution in Et2O, 3 mL). The mixture was stirred for 18 h at ambient temperature. The reaction mixture was diluted with Et2O (20 mL), washed with saturated NaHCO3 solution, and the concentrated under reduced pressure to yield (4-(3,5-difluoro-2-(trifluoromethyl)phenyl)piperidin-1-yl)(4... The reactants are CC1=C(N=CN1)CSCCNC1=NC=C(C=C1C#N)CCCCC (2-[2-(5-methyl-4-imidazolylmethylthio)ethyl]amino-3-cyano-5-n-pentylpyridine), C([O-])([O-])=O.[Na+].[Na+] (sodium carbonate), Cl (hydrochloric acid). Run in O (water). Product: Cl.CC1=C(N=CN1)CSCCNC1=NC=C(C=C1C(=O)O)CCCCC.CC1=C(N=CN1)CSCCNC1=NC=C(C=C1C(=O)O)CCCCC (2-[2-(5-methyl-4-imidazolylmethylthio)ethyl]amino-5-n-pentylpyridine-3-carboxylic acid hemihydrochloride). RXN SMILES: [CH3:1][C:2]1[NH:6][CH:5]=[N:4][C:3]=1[CH2:7][S:8][CH2:9][CH2:10][NH:11][C:12]1[C:17](C#N)=[CH:16][C:15]([CH2:20][CH2:21][CH2:22][CH2:23][CH3:24])=[CH:14][N:13]=1.[ClH:25].[C:26](=[O:29])([O-])[O-:27].[Na+].[Na+]>O>[ClH:25].[CH3:1][C:2]1[NH:6][CH:5]=[N:4][C:3]=1[CH2:7][S:8][CH2:9][CH2:10][NH:11][C:12]1[C:17]([C:26]([OH:27])=[O:29])=[CH:16][C:15]([CH2:20][CH2:21][CH2:22][CH2:23][CH3:24])=[CH:14][N:13]=1.[CH3:1][C:2]1[NH:6][CH:5]=[N:4][C:3]=1[CH2:7][S:8][CH2:9][CH2:10][NH:11][C:12]1[C:17]([C:26]([OH:27])=[O:29])=[CH:16][C:15]([CH2:20][CH2:21][CH2:22][CH2:23][CH3:24])=[CH:14][N:13]=1 |f:2.3.4,6.7.8|. Procedure details: The 2-[2-(5-methyl-4-imidazolylmethylthio)ethyl]amino-3-cyano-5-n-pentylpyridine obtained above (2.53 g; 0.0074 moles) was treated with conc. hydrochloric acid (20 ml) and heated to reflux for 36 hours. After stripping the mixture to dryness, the residue was dissolved in a little water and basified to about pH6 with sodium carbonate solution giving a precipitate. The mixture was azeotroped to dryness and chromatographed on silica-gel using chloroform/ethanol (20:1) to collect the desired band. T... Starting materials: NC=1C(=NC=CC1)Cl (3-amino-2-chloropyridine), FC(C1=C(C(=O)Cl)C=CC=C1)(F)F (2-trifluoromethyl benzoyl chloride). The solvent is N1=CC=CC=C1 (pyridine). The product is ClC1=NC=CC=C1NC(C1=C(C=CC=C1)C(F)(F)F)=O (N-(2-chloro-pyridin-3-yl)-2-trifluoromethyl-benzamide). The yield is 91.5%. As a reaction SMILES: [NH2:1][C:2]1[C:3]([Cl:8])=[N:4][CH:5]=[CH:6][CH:7]=1.[F:9][C:10]([F:21])([F:20])[C:11]1[CH:19]=[CH:18][CH:17]=[CH:16][C:12]=1[C:13](Cl)=[O:14]>N1C=CC=CC=1>[Cl:8][C:3]1[C:2]([NH:1][C:13](=[O:14])[C:12]2[CH:16]=[CH:17][CH:18]=[CH:19][C:11]=2[C:10]([F:9])([F:20])[F:21])=[CH:7][CH:6]=[CH:5][N:4]=1. Procedure details: 4.57 g 3-amino-2-chloropyridine (36 mmol) and 30 mL pyridine were mixed in an ice bath. 8.24 g 2-trifluoromethyl benzoyl chloride (40 mol) was then added. After return to room temperature and reaction for 4 hr, the reaction was quenched by water. After extraction three times by ethyl acetate, an ethyl acetate layer was collected and washed by 1M HCl solution. After drying, filtration, concentration, and purification by silicon-gel column, 9.9 g solid was obtained, with a yield of 92%. Reactants: CO, Cc1cc([N+](=O)[O-])ccc1-c1cnco1, O. Product: Cc1cc(N)ccc1-c1cnco1. RXN SMILES: [CH3:17][OH:18].[N+:1]([O-:2])(=[O:3])[c:4]1[cH:5][c:6]([CH3:15])[c:7](-[c:10]2[cH:11][n:12][cH:13][o:14]2)[cH:8][cH:9]1.[OH2:16]>>[NH2:1][c:4]1[cH:5][c:6]([CH3:15])[c:7](-[c:10]2[cH:11][n:12][cH:13][o:14]2)[cH:8][cH:9]1.